Dataset: the Open Reaction Database (ORD), a public repository of structured organic reaction records. Task: describe an organic reaction: reactants, conditions, products, and yield Reactants: CCO, CC(C)(C)OC(=O)N1CCOc2c(cccc2OCc2ccccc2)C1. Product: CC(C)(C)OC(=O)N1CCOc2c(O)cccc2C1. RXN SMILES: [CH3:27][CH2:28][OH:29].[c:1]1([CH2:2][O:8][c:9]2[cH:10][cH:11][cH:12][c:13]3[c:19]2[O:18][CH2:17][CH2:16][N:15]([C:20](=[O:21])[O:22][C:23]([CH3:24])([CH3:25])[CH3:26])[CH2:14]3)[cH:3][cH:4][cH:5][cH:6][cH:7]1>>[OH:8][c:9]1[cH:10][cH:11][cH:12][c:13]2[c:19]1[O:18][CH2:17][CH2:16][N:15]([C:20](=[O:21])[O:22][C:23]([CH3:24])([CH3:25])[CH3:26])[CH2:14]2. Starting materials: COc1ccc(CC(=O)c2cc(OC)c(OC)cc2CCNC(C)=O)cc1OC, CC(=O)O, O, O=[N+]([O-])O. Product: COc1cc(CCNC(C)=O)c(C(=O)Cc2cc(OC)c(OC)cc2[N+](=O)[O-])cc1OC. As a reaction SMILES: [C:1]([CH3:2])(=[O:3])[NH:4][CH2:5][CH2:6][c:7]1[c:8]([C:17](=[O:18])[CH2:19][c:20]2[cH:21][cH:22][c:23]([O:28][CH3:29])[c:24]([O:26][CH3:27])[cH:25]2)[cH:9][c:10]([O:15][CH3:16])[c:11]([O:13][CH3:14])[cH:12]1.[CH3:35][C:36](=[O:37])[OH:38].[OH2:34].[OH:30][N+:31]([O-:32])=[O:33]>>[C:1]([CH3:2])(=[O:3])[NH:4][CH2:5][CH2:6][c:7]1[c:8]([C:17](=[O:18])[CH2:19][c:20]2[c:21]([N+:31](=[O:30])[O-:32])[cH:22][c:23]([O:28][CH3:29])[c:24]([O:26][CH3:27])[cH:25]2)[cH:9][c:10]([O:15][CH3:16])[c:11]([O:13][CH3:14])[cH:12]1. Reactants: COc1ccc(C(=O)N2c3ccccc3C(N(C(=O)COC(C)=O)c3ccc(Cl)cc3)CC2C)cc1, O=C([O-])[O-], CO, [K+], [K+], O. Product: COc1ccc(C(=O)N2c3ccccc3C(N(C(=O)CO)c3ccc(Cl)cc3)CC2C)cc1. RXN SMILES: [C:1](=[O:2])([CH3:3])[O:4][CH2:5][C:6](=[O:7])[N:8]([CH:9]1[CH2:10][CH:11]([CH3:29])[N:12]([C:19]([c:20]2[cH:21][cH:22][c:23]([O:26][CH3:27])[cH:24][cH:25]2)=[O:28])[c:13]2[cH:14][cH:15][cH:16][cH:17][c:18]21)[c:30]1[cH:31][cH:32][c:33]([Cl:36])[cH:34][cH:35]1.[C:37](=[O:38])([O-:39])[O-:40].[CH3:43][OH:44].[K+:41].[K+:42].[OH2:45]>>[OH:4][CH2:5][C:6](=[O:7])[N:8]([CH:9]1[CH2:10][CH:11]([CH3:29])[N:12]([C:19]([c:20]2[cH:21][cH:22][c:23]([O:26][CH3:27])[cH:24][cH:25]2)=[O:28])[c:13]2[cH:14][cH:15][cH:16][cH:17][c:18]21)[c:30]1[cH:31][cH:32][c:33]([Cl:36])[cH:34][cH:35]1. The reactants are Cl, [Na+], O, NC1C(O)OC(CO)C(O)C1O, O=S(=O)([O-])O. Yields the product [Na+], NC1C(OS(=O)(=O)[O-])OC(CO)C(O)C1O. Reaction SMILES: [ClH:1].[Na+:19].[OH2:20].[OH:2][CH:3]1[CH:4]([NH2:5])[CH:6]([OH:7])[CH:8]([OH:9])[CH:10]([CH2:12][OH:13])[O:11]1.[S:14](=[O:15])(=[O:16])([OH:17])[O-:18]>>[Na+:19].[O:2]([CH:3]1[CH:4]([NH2:5])[CH:6]([OH:7])[CH:8]([OH:9])[CH:10]([CH2:12][OH:13])[O:11]1)[S:14](=[O:15])(=[O:16])[O-:17]. The reactants are C=CCCCOC(=O)NC(C(=O)O)C(C)(C)C, C=CCCC(C)(C)CO, NC(C(=O)O)C1CCCCC1. Yields the product C=CCCC(C)(C)COC(=O)NC(C(=O)O)C1CCCCC1. Reaction SMILES: [CH3:1][C:2]([CH3:3])([CH3:4])[CH:7]([C:8]([OH:9])=[O:10])[NH:11][C:5](=[O:6])[O:12][CH2:13][CH2:14][CH2:15][CH:16]=[CH2:17].[CH3:29][C:30]([CH2:31][OH:32])([CH2:33][CH2:34][CH:35]=[CH2:36])[CH3:37].[NH2:18][CH:19]([C:20](=[O:21])[OH:22])[CH:23]1[CH2:24][CH2:25][CH2:26][CH2:27][CH2:28]1>>[C:5](=[O:6])([NH:18][CH:19]([C:20](=[O:21])[OH:22])[CH:23]1[CH2:24][CH2:25][CH2:26][CH2:27][CH2:28]1)[O:32][CH2:31][C:30]([CH3:29])([CH2:33][CH2:34][CH:35]=[CH2:36])[CH3:37].